From a dataset of the Open Reaction Database (ORD), a public repository of structured organic reaction records. describe an organic reaction: reactants, conditions, products, and yield The solvent is N,N′-dimethylacetamide. Yields the product C1(=CC=CC=C1)N1C2=CC=CC=C2C2=CC=C3C(=C12)NC=1C(=CC=CC13)C=1C=CC=3NC2=CC=CC=C2C3C1 (3-(N-phenyindolo[2,3-a]carbazolyl)carbazole). Reaction conditions: temperature 170 celsius. Reaction SMILES: C([N:4]1[C:16]2[CH:15]=[CH:14][C:13](Br)=[CH:12][C:11]=2[C:10]2[C:5]1=[CH:6][CH:7]=[CH:8][CH:9]=2)(=O)C.[C:18]1([N:24]2[C:36]3[C:31](=[CH:32][CH:33]=[C:34]4[C:43]5[CH:42]=[CH:41][CH:40]=[CH:39][C:38]=5[NH:37][C:35]4=3)[C:30]3[C:25]2=[CH:26][CH:27]=[CH:28][CH:29]=3)[CH:23]=[CH:22][CH:21]=[CH:20][CH:19]=1>[Cu]=O>[C:18]1([N:24]2[C:36]3[C:31](=[CH:32][CH:33]=[C:34]4[C:43]5[CH:42]=[CH:41][CH:40]=[C:39]([C:8]6[CH:7]=[CH:6][C:5]7[NH:4][C:16]8[C:11]([C:10]=7[CH:9]=6)=[CH:12][CH:13]=[CH:14][CH:15]=8)[C:38]=5[NH:37][C:35]4=3)[C:30]3[C:25]2=[CH:26][CH:27]=[CH:28][CH:29]=3)[CH:19]=[CH:20][CH:21]=[CH:22][CH:23]=1. Reported procedure: A mixture of 2.0 g of 9-acetyl-3-bromocarbazole prepared as described above and 2.4 g of N-phenylindolo[2,3-a]carbazole (IC-1) were stirred together in 20 ml N,N′-dimethylacetamide. To this was added 0.8 g of copper oxide and heated to 170° C. for 24 h. The reaction was quenched with water and the solid was filtered, washed with methanol, and dried under vacuum. The solid (4.5 g) was then taken up for further deprotection using 0.8 g KOH with THF (4 ml), methanol (8 ml) and water (8 ml) at reflu... The reactants are C(C)(=O)N1C2=CC=CC=C2C=2C=C(C=CC12)Br (9-acetyl-3-bromocarbazole), C1(=CC=CC=C1)N1C2=CC=CC=C2C2=CC=C3C(=C12)NC=1C=CC=CC13 (N-phenylindolo[2,3-a]carbazole). Isolated yield 84.0%. Reagents/catalysts: [Cu]=O (copper oxide). Starting materials: OC1(C(CCCC1)C1=CC=C(C=C1)OC)C(C(=O)O)C (2-(1-Hydroxy-2-[p-methoxyphenyl]cyclohexyl) propionic acid), OC1(C(CCCC1)C1=CC=C(C=C1)OC)C(CO)C (2-(1-Hydroxy-2-[p-methoxyphenyl]cyclohexyl)propanol), OC1(C(CCCC1)C1=CC=C(C=C1)OC)C(C(=O)O)C (2-(1-Hydroxy-2-[p-methoxyphenyl]cyclohexyl)propionic acid), Cl (hydrochloride), CNC (dimethylamine), C(C)OC(C(C)C1(C(CCCC1)C1=CC=C(C=C1)OC)O)=O (Ethyl-2-(1-hydroxy-2-[p-methoxyphenyl]cyclohexyl)propionate), OC1(C(CCCC1)C1=CC=C(C=C1)OC)C(CO)C (2-(1-Hydroxy-2-[p-methoxyphenyl]cyclohexyl)propanol), S(=O)(=O)([O-])C1=CC=C(C)C=C1 (tosylate). Yields the product Cl.CN(CC(C)C1(C(CCCC1)C1=CC=C(C=C1)OC)O)C (1-(2-Dimethylamino-1-methylethyl)-2-(p-methoxyphenyl)-cyclohexanol hydrochloride). Reaction SMILES: [OH:1][C:2]1([CH:16]([CH3:20])[C:17](O)=O)[CH2:7][CH2:6][CH2:5][CH2:4][CH:3]1[C:8]1[CH:13]=[CH:12][C:11]([O:14][CH3:15])=[CH:10][CH:9]=1.C(OC(=O)C(C1(O)CCCCC1C1C=CC(OC)=CC=1)C)C.OC1(C(C)CO)CCCCC1C1C=CC(OC)=CC=1.S(C1C=CC(C)=CC=1)([O-])(=O)=O.[CH3:73][NH:74][CH3:75].[ClH:76]>>[ClH:76].[CH3:73][N:74]([CH3:75])[CH2:17][CH:16]([C:2]1([OH:1])[CH2:7][CH2:6][CH2:5][CH2:4][CH:3]1[C:8]1[CH:13]=[CH:12][C:11]([O:14][CH3:15])=[CH:10][CH:9]=1)[CH3:20] |f:6.7|. Reported procedure: The procedure of Example II is followed except that 2-phenylcyclohexanone is replaced by 2-(p-Methoxyphenyl)cyclohexanone and piperidine is replaced by dimethylene. By this method is obtained 196 g crude Ethyl-2-(1-hydroxy-2-[p-methoxyphenyl]cyclohexyl) propionate from 128.7 g 2-(p-Methoxyphenyl)cyclohexanone (which is prepared by known methods) and 121.8 g Ethyl-2-bromopropionate; 50 g crude 2-(1-Hydroxy-2-[p-methoxyphenyl]cyclohexyl) propionic acid from 196 g Ethyl-2-(1-hydroxy-2-[p-methoxyphe... Reactants: FC(S(=O)(=O)OC1=CC=CC=2N(C(=NC21)COC2=CC=C(C=C2)Cl)S(=O)(=O)C(F)(F)F)(F)F (4-trifluoromethanesulfonyloxy-2-[(4-chlorophenoxy)methyl]-1-trifluoromethanesulfonylbenzimidazole), [Cl-].[Li+] (lithium chloride), C(C=C)[Sn](CCCC)(CCCC)CCCC (allyltributyltin). Reagents/catalysts: [Pd] (palladium), Cl[Pd]([P](C1=CC=CC=C1)(C2=CC=CC=C2)C3=CC=CC=C3)([P](C4=CC=CC=C4)(C5=CC=CC=C5)C6=CC=CC=C6)Cl (bis(triphenylphosphine)palladium(II) chloride). The solvent is O1CCCC1 (tetrahydrofuran). Reaction conditions: time 5 hour. Yields the product C(C=C)C1=CC=CC=2N(C(=NC21)COC2=CC=C(C=C2)Cl)S(=O)(=O)C(F)(F)F (4-(prop-2-enyl)-2-[(4-chlorophenoxy)methyl]-1-trifluoromethanesulfonylbenzimidazole). As a reaction SMILES: FC(F)(F)S(O[C:7]1[C:15]2[N:14]=[C:13]([CH2:16][O:17][C:18]3[CH:23]=[CH:22][C:21]([Cl:24])=[CH:20][CH:19]=3)[N:12]([S:25]([C:28]([F:31])([F:30])[F:29])(=[O:27])=[O:26])[C:11]=2[CH:10]=[CH:9][CH:8]=1)(=O)=O.[Cl-].[Li+].[CH2:36]([Sn](CCCC)(CCCC)CCCC)[CH:37]=[CH2:38]>O1CCCC1.[Pd].Cl[Pd](Cl)([P](C1C=CC=CC=1)(C1C=CC=CC=1)C1C=CC=CC=1)[P](C1C=CC=CC=1)(C1C=CC=CC=1)C1C=CC=CC=1>[CH2:38]([C:7]1[C:15]2[N:14]=[C:13]([CH2:16][O:17][C:18]3[CH:23]=[CH:22][C:21]([Cl:24])=[CH:20][CH:19]=3)[N:12]([S:25]([C:28]([F:29])([F:31])[F:30])(=[O:26])=[O:27])[C:11]=2[CH:10]=[CH:9][CH:8]=1)[CH:37]=[CH2:36] |f:1.2,^1:60,79|. Reported procedure: In a 250 ml single neck round bottom flask, under a nitrogen atmosphere, were added 4-trifluoromethanesulfonyloxy-2-[(4-chlorophenoxy)methyl]-1-trifluoromethanesulfonylbenzimidazole (4.97 g, 9.22 mmol), lithium chloride (1.17 g, 27.65 mmol), allyltributyltin (4.27 g, 12.90 mmol), and bis(triphenylphosphine)palladium(II) chloride (301.03 mg, 0.369 mmol) in anhydrous tetrahydrofuran (99 ml). The resulting mixture was stirred for five hours at reflux, followed by the addition of an additional 0.15 ... The reactants are C1CCOC1, COc1cc(N2CCN(C(C)C)CC2)ccc1N, Cc1ccc(S(=O)(=O)n2ccc3c(Nc4cc(F)cc(F)c4C(N)=O)nc(Cl)nc32)cc1, OC(F)(F)CF, [I-], [K+], O=S(=O)(O)O. The product is COc1cc(N2CCN(C(C)C)CC2)ccc1Nc1nc(Nc2cc(F)cc(F)c2C(N)=O)c2ccn(S(=O)(=O)c3ccc(C)cc3)c2n1. As a reaction SMILES: [CH2:64]1[O:65][CH2:66][CH2:67][CH2:68]1.[CH3:33][CH:34]([CH3:35])[N:36]1[CH2:37][CH2:38][N:39]([c:42]2[cH:43][c:44]([O:49][CH3:50])[c:45]([NH2:46])[cH:47][cH:48]2)[CH2:40][CH2:41]1.[Cl:1][c:2]1[n:3][c:4]([NH:21][c:22]2[c:23]([C:24](=[O:25])[NH2:26])[c:27]([F:32])[cH:28][c:29]([F:31])[cH:30]2)[c:5]2[c:6]([n:7]1)[n:8]([S:11](=[O:12])(=[O:13])[c:14]1[cH:15][cH:16][c:17]([CH3:20])[cH:18][cH:19]1)[cH:9][cH:10]2.[F:58][CH2:59][C:60]([F:61])([F:62])[OH:63].[I-:52].[K+:51].[S:53](=[O:54])(=[O:55])([OH:56])[OH:57]>>[c:2]1([NH:46][c:45]2[c:44]([O:49][CH3:50])[cH:43][c:42]([N:39]3[CH2:38][CH2:37][N:36]([CH:34]([CH3:33])[CH3:35])[CH2:41][CH2:40]3)[cH:48][cH:47]2)[n:3][c:4]([NH:21][c:22]2[c:23]([C:24](=[O:25])[NH2:26])[c:27]([F:32])[cH:28][c:29]([F:31])[cH:30]2)[c:5]2[c:6]([n:7]1)[n:8]([S:11](=[O:12])(=[O:13])[c:14]1[cH:15][cH:16][c:17]([CH3:20])[cH:18][cH:19]1)[cH:9][cH:10]2. Reactants: COC(=O)CCc1ccccc1Cl, [Na+], [OH-]. Product: O=C(O)CCc1ccccc1Cl. As a reaction SMILES: [Cl:1][c:2]1[c:3]([CH2:8][CH2:9][C:10](=[O:11])[O:12][CH3:13])[cH:4][cH:5][cH:6][cH:7]1.[Na+:15].[OH-:14]>>[Cl:1][c:2]1[c:3]([CH2:8][CH2:9][C:10](=[O:11])[OH:12])[cH:4][cH:5][cH:6][cH:7]1.